Dataset: the Open Reaction Database (ORD), a public repository of structured organic reaction records. Task: describe an organic reaction: reactants, conditions, products, and yield Reaction SMILES: [CH3:12][c:13]1[cH:14][cH:15][c:16]([NH:17][CH3:18])[cH:19][cH:20]1.[Cl:1][c:2]1[n:3][cH:4][n:5][c:6]2[cH:7][cH:8][cH:9][cH:10][c:11]12>>[c:2]1([N:17]([c:16]2[cH:15][cH:14][c:13]([CH3:12])[cH:20][cH:19]2)[CH3:18])[n:3][cH:4][n:5][c:6]2[cH:7][cH:8][cH:9][cH:10][c:11]12. Product: Cc1ccc(N(C)c2ncnc3ccccc23)cc1. Starting materials: CNc1ccc(C)cc1, Clc1ncnc2ccccc12. Reaction SMILES: [Br:10][c:11]1[c:12]([NH2:13])[c:14]([Cl:19])[cH:15][c:16]([Cl:18])[cH:17]1.[CH3:21][C:22](=[O:23])[OH:24].[Cl-:20].[ClH:25].[N:1]([O-:2])=[O:3].[Na+:4].[S:5](=[O:6])(=[O:7])([OH:8])[OH:9]>>[Br:10][c:11]1[c:12]([Cl:20])[c:14]([Cl:19])[cH:15][c:16]([Cl:18])[cH:17]1. Yields the product Clc1cc(Cl)c(Cl)c(Br)c1. The reactants are Nc1c(Cl)cc(Cl)cc1Br, CC(=O)O, [Cl-], Cl, O=N[O-], [Na+], O=S(=O)(O)O. The reactants are CC(=CC[C@H](C1=CC(=O)C=2C(=CC=C(C2C1=O)O)O)O)C (shikonin), C1(CCCCC1)N=C=NC1CCCCC1 (dicyclohexylcarbodiimide), C(C=CCC)(=O)O (n-pentenoic acid). Reagents/catalysts: CN(C1=CC=NC=C1)C (4-dimethylaminopyridine). Run in ClCCl (dichloromethane). Run at time 30 minute. The product is C(\C=C\CC)(=O)OC(CC=C(C)C)C=1C(C2=C(C=CC(=C2C(C1)=O)O)O)=O (2-[1-(trans-2-pentenoyloxy)-4-methyl-3-pentenyl]-5,8-dihydroxy-1,4-naphthoquinone). Isolated yield 25.6%. RXN SMILES: [CH3:1][C:2]([CH3:21])=[CH:3][CH2:4][C@@H:5]([OH:20])[C:6]1[C:16](=[O:17])[C:15]2[C:14]([OH:18])=[CH:13][CH:12]=[C:11]([OH:19])[C:10]=2[C:8](=[O:9])[CH:7]=1.C1(N=C=NC2CCCCC2)CCCCC1.[C:37](O)(=[O:42])[CH:38]=[CH:39][CH2:40][CH3:41]>CN(C)C1C=CN=CC=1.ClCCl>[C:37]([O:20][CH:5]([C:6]1[C:16](=[O:17])[C:15]2[C:10]([C:8](=[O:9])[CH:7]=1)=[C:11]([OH:19])[CH:12]=[CH:13][C:14]=2[OH:18])[CH2:4][CH:3]=[C:2]([CH3:21])[CH3:1])(=[O:42])/[CH:38]=[CH:39]/[CH2:40][CH3:41]. Procedure: 288 mg (1 mmole) of shikonin, 226 mg (1.1 mmole) of dicyclohexylcarbodiimide and 30 mg (0.25 mmole) of 4-dimethylaminopyridine were dissolved in 3 ml of dry dichloromethane. To the resulting solution was added 100 mg (1 mmole) of n-pentenoic acid at 0° C. under nitrogen gas, and the mixture was stirred for 30 minutes and then at room temperature for further 3 hours. The resulting product was separated and purified according to the procedures as described in Example 1 to obtain 95 mg (Yield: 23%)... The reactants are O=C(CNC(=O)C1CCN(CC1)C(C)=O)C1=CC=CC=C1 (1-Acetyl-piperidine-4-carboxylic acid (2-oxo-2-phenyl-ethyl)-amide), Intermediate 2A, CCO (EtOH), C=O (formaldehyde), NaCHO3. The solvent is O (H2O). Run at temperature 23 celsius, time 6 hour. Product: OCC(C(C1=CC=CC=C1)=O)NC(=O)C1CCN(CC1)C(C)=O (1-Acetyl-piperidine-4-carboxylic acid (1-hydroxymethyl-2-oxo-2-phenyl-ethyl)-amide). Reaction SMILES: [O:1]=[C:2]([C:16]1[CH:21]=[CH:20][CH:19]=[CH:18][CH:17]=1)[CH2:3][NH:4][C:5]([CH:7]1[CH2:12][CH2:11][N:10]([C:13](=[O:15])[CH3:14])[CH2:9][CH2:8]1)=[O:6].C[CH2:23][OH:24].C=O>O>[OH:24][CH2:23][CH:3]([NH:4][C:5]([CH:7]1[CH2:8][CH2:9][N:10]([C:13](=[O:15])[CH3:14])[CH2:11][CH2:12]1)=[O:6])[C:2](=[O:1])[C:16]1[CH:17]=[CH:18][CH:19]=[CH:20][CH:21]=1. Reported procedure: A solution of 1-Acetyl-piperidine-4-carboxylic acid (2-oxo-2-phenyl-ethyl)-amide (40.66 g, 141 mmol), prepared as in Intermediate 2A, in 2:1 EtOH: H2O (160 mL EtOH, 80 mL H2O) is treated with 37% aqueous formaldehyde (21.1 mL, 282 mmol) and NaCHO3 (1.18 g, 14.1 mmol). The reaction mixture is stirred at 23° C. for 6 h, and the resulting precipitate is removed by filtration. The filtrate is cooled to 0° C. and diluted with H2O (100 mL), and a second crop of 1-Acetyl-piperidine-4-carboxylic acid (1... Starting materials: ClC=1C=NC=2N(C1)N=C(C2)C(=O)O (6-chloro-pyrazolo[1,5-a]pyrimidine-2-carboxylic acid), CC1NCCC2=CC=C(C=C12)N1CCOCC1 (1-Methyl-7-morpholin-4-yl-1,2,3,4-tetrahydro-isoquinoline). Yields the product ClC=1C=NC=2N(C1)N=C(C2)C(=O)N2C(C1=CC(=CC=C1CC2)N2CCOCC2)C ((6-Chloro-pyrazolo[1,5-a]pyrimidin-2-yl)-(1-methyl-7-morpholin-4-yl-3,4-dihydro-1H-isoquinolin-2-yl)-methanone). As a reaction SMILES: [Cl:1][C:2]1[CH:3]=[N:4][C:5]2[N:6]([N:8]=[C:9]([C:11]([OH:13])=O)[CH:10]=2)[CH:7]=1.[CH3:14][CH:15]1[C:24]2[C:19](=[CH:20][CH:21]=[C:22]([N:25]3[CH2:30][CH2:29][O:28][CH2:27][CH2:26]3)[CH:23]=2)[CH2:18][CH2:17][NH:16]1>>[Cl:1][C:2]1[CH:3]=[N:4][C:5]2[N:6]([N:8]=[C:9]([C:11]([N:16]3[CH2:17][CH2:18][C:19]4[C:24](=[CH:23][C:22]([N:25]5[CH2:30][CH2:29][O:28][CH2:27][CH2:26]5)=[CH:21][CH:20]=4)[CH:15]3[CH3:14])=[O:13])[CH:10]=2)[CH:7]=1. Procedure details: In close analogy to the procedure described in Example 1, 6-chloro-pyrazolo[1,5-a]pyrimidine-2-carboxylic acid is reacted with 1-Methyl-7-morpholin-4-yl-1,2,3,4-tetrahydro-isoquinoline to provide the title compound in moderate yield. Starting materials: C12C(CC(C=C1)C2)O (bicyclo[2.2.1)hept-5-en-2-ol), C1(=CC=CC=C1)P(C1=CC=CC=C1)C1=CC=CC=C1 (triphenylphosphine), OC=1C=C(C=O)C=CC1 (3-hydroxybenzaldehyde), N(=NC(=O)[O-])C(=O)OCC (ethyl azodicarboxylate). The solvent is O1CCCC1 (tetrahydrofuran). Reaction conditions: temperature 75 celsius, time 48 hour. Product: C12C(CC(C=C1)C2)OC=2C=C(C=O)C=CC2 (3-(Bicyclo[2.2.1]hept-5-en-2-yloxy)benzaldehyde). As a reaction SMILES: [CH:1]12[CH2:7][CH:4]([CH:5]=[CH:6]1)[CH2:3][CH:2]2[OH:8].C1(P(C2C=CC=CC=2)C2C=CC=CC=2)C=CC=CC=1.O[C:29]1[CH:30]=[C:31]([CH:34]=[CH:35][CH:36]=1)[CH:32]=[O:33].N(C(OCC)=O)=NC([O-])=O>O1CCCC1>[CH:1]12[CH2:7][CH:4]([CH:5]=[CH:6]1)[CH2:3][CH:2]2[O:8][C:29]1[CH:30]=[C:31]([CH:34]=[CH:35][CH:36]=1)[CH:32]=[O:33]. Procedure details: 3 g of bicyclo[2.2.1)hept-5-en-2-ol (27.2 mmol) and then 7.86 g of triphenylphosphine (30 mmol) are introduced at 0° C. into a solution of 3.66 g of 3-hydroxybenzaldehyde (30 mmol) in tetrahydrofuran (40 ml), and 13.6 ml of ethyl azodicarboxylate (40% in toluene, 30 mmol) are then added dropwise. The mixture is stirred at 75° C. for 48 hours, the solvent is then evaporated off, the residue is taken up in dichloromethane and the mixture is washed with normal aqueous sodium hydroxide solution, wat...